From a dataset of the Open Reaction Database (ORD), a public repository of structured organic reaction records. describe an organic reaction: reactants, conditions, products, and yield Reactants: N#CC1=CC=C(C=C1)C(=O)OC. Reagents/catalysts: N=1C=CC(=CC1C=2N=CC=C(C2)C(C)(C)C)C(C)(C)C, O1B(OC(C)(C)C1(C)C)B2OC(C)(C)C(O2)(C)C, C[OH2+].C[OH2+].C1CC=CCCC=C1.C1CC=CCCC=C1.[Ir].[Ir]. Solvent: O1CCCC1. Conditions: temperature 25 celsius, time 48 hour. Yields the product N#CC1=CC=C(C=C1B2OC(C)(C)C(O2)(C)C)C(=O)OC. Yield: 65.0%. Reactants: FC1=CC=C(C=C1)C=1NC=CC1C1=CC=C(C=C1)F (2,3-bis(4-fluorophenyl)-1H-pyrrole), [H-].[Na+] (sodium hydride), O (water), CI (methyl iodide). The solvent is CS(=O)C (DMSO), CS(=O)C (DMSO). Run at time 1 hour. Yields the product FC1=CC=C(C=C1)C=1N(C=CC1C1=CC=C(C=C1)F)C (2,3-bis(4-Fluorophenyl)-1-methyl-1H-pyrrole). Isolated yield 79.8%. As a reaction SMILES: [H-].[Na+].[F:3][C:4]1[CH:9]=[CH:8][C:7]([C:10]2[NH:11][CH:12]=[CH:13][C:14]=2[C:15]2[CH:20]=[CH:19][C:18]([F:21])=[CH:17][CH:16]=2)=[CH:6][CH:5]=1.[CH3:22]I.O>CS(C)=O>[F:3][C:4]1[CH:9]=[CH:8][C:7]([C:10]2[N:11]([CH3:22])[CH:12]=[CH:13][C:14]=2[C:15]2[CH:20]=[CH:19][C:18]([F:21])=[CH:17][CH:16]=2)=[CH:6][CH:5]=1 |f:0.1|. Procedure details: To a mixture of 1.5 g (0.038 mole) of 60% sodium hydride dispersion and 100 ml DMSO was added dropwise a solution of 5.1 g (0.02 mole) of 2,3-bis(4-fluorophenyl)-1H-pyrrole in 25 ml DMSO. After the mixture was stirred one hour at room temperature, 5.6 g (0.04 mole) of methyl iodide was added dropwise. The mixture was stirred at room temperature overnight, then poured into water and extracted with ether. The ether extracts were backwashed with water three times, then dried and concentrated. The c...